Dataset: the Open Reaction Database (ORD), a public repository of structured organic reaction records. Task: describe an organic reaction: reactants, conditions, products, and yield Reactants: C(C)(=O)[O-] (acetate), C(C)(=O)NC1CNCCN(C1)C (6-acetylamino-1-methylhexahydro-1H-1,4-diazepine), CC=1C=C(CCl)C=CC1 (3-methylbenzyl chloride), C([O-])([O-])=O.[K+].[K+] (potassium carbonate), [I-].[Na+] (sodium iodide). Solvent: C(C)C(=O)C (methyl ethyl ketone). Run at time 16 hour. Yields the product C(C)(=O)NC1CN(CCN(C1)CC1=CC(=CC=C1)C)C (6-acetylamino-1-(3-methylbenzyl)-4-methylhexahydro-1H-1,4-diazepine). RXN SMILES: C([O-])(=O)C.[C:5]([NH:8][CH:9]1[CH2:15][N:14]([CH3:16])[CH2:13][CH2:12][NH:11][CH2:10]1)(=[O:7])[CH3:6].[CH3:17][C:18]1[CH:19]=[C:20]([CH:23]=[CH:24][CH:25]=1)[CH2:21]Cl.C(=O)([O-])[O-].[K+].[K+].[I-].[Na+]>C(C(C)=O)C>[C:5]([NH:8][CH:9]1[CH2:10][N:11]([CH2:17][C:18]2[CH:25]=[CH:24][CH:23]=[C:20]([CH3:21])[CH:19]=2)[CH2:12][CH2:13][N:14]([CH3:16])[CH2:15]1)(=[O:7])[CH3:6] |f:3.4.5,6.7|. Procedure details: A mixture of acetate of 6-acetylamino-1-methylhexahydro-1H-1,4-diazepine (3.0 g), 3-methylbenzyl chloride (3.5 g), potassium carbonate (17 g), sodium iodide (0.1 g) and methyl ethyl ketone (200 ml) is refluxed with stirring for 16 hours. The reaction mixture is filtered, and the filtrate is concentrated under reduced pressure. The residue is chromatographed on silica gel with elution of chloroform-methanol (20:1). Fractions containing the title compound are pooled and evaporated under reduced pr... The reactants are CN(C=1C=C(C=CC1)CO)C ((3-(dimethylamino)phenyl)methanol), BrC=1C(=C(C=CC1)O)C (3-bromo-2-methylphenol), CC1(OB(OC1(C)C)C=1C=NNC1)C (4-(4,4,5,5-tetramethyl-1,3,2-dioxaborolan-2-yl)-1H-pyrazole). Product: BrC1=C(C(=CC=C1)OCC1CCCCC1)C (1-Bromo-3-cyclohexylmethoxy-2-methyl-benzene). Reaction SMILES: CN(C)[C:3]1[CH:4]=[C:5]([CH2:9][OH:10])[CH:6]=[CH:7][CH:8]=1.[Br:12][C:13]1[C:14]([CH3:20])=[C:15](O)[CH:16]=[CH:17][CH:18]=1.CC1(C)C(C)(C)OB(C2C=NNC=2)O1>>[Br:12][C:13]1[CH:18]=[CH:17][CH:16]=[C:15]([O:10][CH2:9][CH:5]2[CH2:6][CH2:7][CH2:8][CH2:3][CH2:4]2)[C:14]=1[CH3:20]. Procedure: The title compound was prepared by substituting cyclohexylmethanol for (3-(dimethylamino)phenyl)methanol and 3-bromo-2-methylphenol for 4-(4,4,5,5-tetramethyl-1,3,2-dioxaborolan-2-yl)-1H-pyrazole in EXAMPLE 34A. The reactants are NCC1=CC=C(C(=O)O)C=C1 (4-aminomethylbenzoic acid), Cl (hydrochloric acid), C(C1=CC=CC=C1)OC(=O)Cl (Benzylchloroformate), aqueous solution. Solvent: aqueous solution, [OH-].[Na+] (sodium hydroxide), [OH-].[Na+] (sodium hydroxide). Reaction conditions: time 3 hour. Product: C(=O)(OCC1=CC=CC=C1)NCC1=CC=C(C(=O)O)C=C1 (4-(N-Cbz aminomethyl)benzoic acid). As a reaction SMILES: [NH2:1][CH2:2][C:3]1[CH:11]=[CH:10][C:6]([C:7]([OH:9])=[O:8])=[CH:5][CH:4]=1.[CH2:12]([O:19][C:20](Cl)=[O:21])[C:13]1[CH:18]=[CH:17][CH:16]=[CH:15][CH:14]=1.Cl>[OH-].[Na+]>[C:20]([NH:1][CH2:2][C:3]1[CH:4]=[CH:5][C:6]([C:7]([OH:9])=[O:8])=[CH:10][CH:11]=1)([O:19][CH2:12][C:13]1[CH:18]=[CH:17][CH:16]=[CH:15][CH:14]=1)=[O:21] |f:3.4|. Reported procedure: Commercially available 4-aminomethylbenzoic acid (5 g) was dissolved in 1 mol/l aqueous solution of sodium hydroxide (33 ml). Benzylchloroformate (5.2 ml) and 1 mol/l aqueous solution sodium hydroxide (40 ml) were gradually and simultaneously added while stirring at room temperature. After 3 hours, 1 mol/l hydrochloric acid was added to the reaction solution to adjust the pH to 3, and the deposited precipitate was collected by filtration through glass filter G4. The precipitate was washed with w... Starting materials: NC1=C(C=CC=C1C(C1=CC=C(C=C1)Br)=O)CC(=O)O (2-amino-3-(4-bromobenzoyl)benzeneacetic acid), C(C)I (ethyl iodide). The solvent is CN(C=O)C (dimethylformamide). Conditions: time 24 hour. Yields the product NC1=C(C=CC=C1C(C1=CC=C(C=C1)Br)=O)CC(=O)OCC (2-Amino-3-(4-bromobenzoyl)benzeneacetic acid, ethyl ester). The yield is 74.0%. Reaction SMILES: [NH2:1][C:2]1[C:7]([C:8](=[O:16])[C:9]2[CH:14]=[CH:13][C:12]([Br:15])=[CH:11][CH:10]=2)=[CH:6][CH:5]=[CH:4][C:3]=1[CH2:17][C:18]([OH:20])=[O:19].[CH2:21](I)[CH3:22]>CN(C)C=O>[NH2:1][C:2]1[C:7]([C:8](=[O:16])[C:9]2[CH:14]=[CH:13][C:12]([Br:15])=[CH:11][CH:10]=2)=[CH:6][CH:5]=[CH:4][C:3]=1[CH2:17][C:18]([O:20][CH2:21][CH3:22])=[O:19]. Reported procedure: A slurry of 35.6 g (0.1 mole) of 2-amino-3-(4-bromobenzoyl)benzeneacetic acid in 500 ml of dimethylformamide was treated with 32.0 g (0.2 mole) of ethyl iodide and stirred at ambient temperature for 24 hours. The mixture was filtered and the filtrate was poured into 3.5 liters of water. The solid which precipitated was collected by filtration, washed with water and recrystallized from absolute ethanol to give 26.8 g (74%) of title compound, gold needles, m.p. 107°-109° C. The reactants are C(C1=CC=CC=C1)N1CC=CC1 (1-benzyl-3-pyrroline), S(O)(O)(=O)=O (sulfuric acid), CC(=O)C (acetone), (NH4)2S2O8, C[O-].[Na+] (NaOMe). Solvent: CO (methanol). Yields the product C(C1=CC=CC=C1)N1CC(C(C1)OC)O (1-benzyl-4-methoxy-3-pyrrolidinol). Yield: 76.0%. As a reaction SMILES: [CH2:1]([N:8]1[CH2:12][CH:11]=[CH:10][CH2:9]1)[C:2]1[CH:7]=[CH:6][CH:5]=[CH:4][CH:3]=1.S(=O)(=O)(O)O.C[C:19](C)=[O:20].C[O-:23].[Na+]>CO>[CH2:1]([N:8]1[CH2:12][CH:11]([O:20][CH3:19])[CH:10]([OH:23])[CH2:9]1)[C:2]1[CH:7]=[CH:6][CH:5]=[CH:4][CH:3]=1 |f:3.4|. Reported procedure: To a solution of 15.9 g (0.1 mol) of 1-benzyl-3-pyrroline, 12.0 g (0.12 mol) of 98% sulfuric acid, and 60.0 g of acetone in a quartz round flask reactor, 45.6 g (0.20 mol) of (NH4)2S2O8 (ammonium peroxydisulfate produced by Mitsubishi Gas Chemical Industry Co., Ltd.) was added with stirring and allowed to react for 5 days at room temperature with irradiation by 500 W Xe lamps (UXL-500D xenon lamp produced by Ushio). 57.9 g (0.3 mol) of 28wt % NaOMe in methanol solution (produced by Katayama Chem...